From a dataset of the Open Reaction Database (ORD), a public repository of structured organic reaction records. describe an organic reaction: reactants, conditions, products, and yield Reactants: C1(CC1)C1=CN=C(C(=N1)C(=O)O)OC (6-cyclopropyl-3-methoxypyrazine-2-carboxylic acid), C1(=CC=CC=C1)C1=NN2C(C=CC(=C2)N)=N1 (2-phenyl-[1,2,4]triazolo[1,5-a]pyridin-6-amine), CCCP(=O)=O (propylphosphonic anhydride), C(C)(=O)OCC (ethyl acetate), C(C)(C)N(C(C)C)CC (N,N-diisopropylethylamine). Solvent: C1CCOC1 (THF), C(C)#N.O (acetonitrile water). Run at temperature 70 celsius, time 10 minute. Yields the product C1(CC1)C1=CN=C(C(=N1)C(=O)NC=1C=CC=2N(C1)N=C(N2)C2=CC=CC=C2)OC (6-cyclopropyl-3-methoxy-N-(2-phenyl-[1,2,4]triazolo[1,5-a]pyridin-6-yl)pyrazine-2-carboxamide). Yield: 57.2%. As a reaction SMILES: [CH:1]1([C:4]2[N:9]=[C:8]([C:10]([OH:12])=O)[C:7]([O:13][CH3:14])=[N:6][CH:5]=2)[CH2:3][CH2:2]1.[C:15]1([C:21]2[N:30]=[C:24]3[CH:25]=[CH:26][C:27]([NH2:29])=[CH:28][N:23]3[N:22]=2)[CH:20]=[CH:19][CH:18]=[CH:17][CH:16]=1.CCCP(=O)=O.C(OCC)(=O)C.C(N(CC)C(C)C)(C)C>C(#N)C.O.C1COCC1>[CH:1]1([C:4]2[N:9]=[C:8]([C:10]([NH:29][C:27]3[CH:26]=[CH:25][C:24]4[N:23]([N:22]=[C:21]([C:15]5[CH:20]=[CH:19][CH:18]=[CH:17][CH:16]=5)[N:30]=4)[CH:28]=3)=[O:12])[C:7]([O:13][CH3:14])=[N:6][CH:5]=2)[CH2:2][CH2:3]1 |f:5.6|. Procedure details: In a 5 ml round bottomed flask 6-cyclopropyl-3-methoxypyrazine-2-carboxylic acid (40 mg, 206 μmol), 2-phenyl-[1,2,4]triazolo[1,5-a]pyridin-6-amine (47.6 mg, 227 μmol) and THF (1 ml) were mixed to form a solution. Then propylphosphonic anhydride in ethyl acetate 50% (328 mg, 301 μl, 515 μmol) and N,N-diisopropylethylamine (106 mg, 144 μl, 824 μmol) were added and the mixture heated to 70° C. for 2 hours. The reaction mixture was allowed to cool to room temperature, then 1.5 ml of acetonitrile:wat... Reactants: [N+](=O)([O-])C=1C2=CC(N=C2C=CC1)=O (4-nitro-indol-2-one). Reagents/catalysts: [Fe] (iron). The solvent is C(C)(=O)O.O (acetic acid water). Product: NC1=C2CC(NC2=CC=C1)=O (4-Amino-1,3-dihydroindol-2-one). Reaction SMILES: [N+:1]([C:4]1[C:5]2[C:9]([CH:10]=[CH:11][CH:12]=1)=[N:8][C:7](=[O:13])[CH:6]=2)([O-])=O>C(O)(=O)C.O.[Fe]>[NH2:1][C:4]1[CH:12]=[CH:11][CH:10]=[C:9]2[C:5]=1[CH2:6][C:7](=[O:13])[NH:8]2 |f:1.2|. Procedure: 4.43 g (18.45 mmol) of methyl-(2,6-dinitrophenyl)-acetate is added in 38.8 ml of glacial acetic acid and 11 ml of water and mixed with 3.75 g of iron powder and stirred for four more hours. In this case, heating to 40 to 60° C. takes place. The reaction mixture is added to ice water, mixed with ethyl acetate and stirred vigorously for ten minutes. The mixture is filtered through a glass fiber filter, the organic phase is separated, and the aqueous phase is extracted twice more with ethyl acetate... Reactants: Cl.ClC=1C=C(C=NC1N1CCNCC1)C(C)=O (1-(5-Chloro-6-piperazin-1-yl-pyridin-3-yl)-ethanone, hydrochloride), ClC1=NC2=C(N1)C=C(C=C2)C(F)(F)F (2-chloro-6-trifluoromethyl-1H-benzoimidazole). Product: ClC=1C=C(C=NC1N1CCN(CC1)C1=NC2=C(N1)C=C(C=C2)C(F)(F)F)C(C)=O (1-{5-Chloro-6-[4-(6-trifluoromethyl-1H-benzoimidazol-2-yl)-piperazin-1-yl]-pyridin-3-yl}-ethanone). Reaction SMILES: Cl.[Cl:2][C:3]1[CH:4]=[C:5]([C:15](=[O:17])[CH3:16])[CH:6]=[N:7][C:8]=1[N:9]1[CH2:14][CH2:13][NH:12][CH2:11][CH2:10]1.Cl[C:19]1[NH:23][C:22]2[CH:24]=[C:25]([C:28]([F:31])([F:30])[F:29])[CH:26]=[CH:27][C:21]=2[N:20]=1>>[Cl:2][C:3]1[CH:4]=[C:5]([C:15](=[O:17])[CH3:16])[CH:6]=[N:7][C:8]=1[N:9]1[CH2:14][CH2:13][N:12]([C:19]2[NH:23][C:22]3[CH:24]=[C:25]([C:28]([F:31])([F:30])[F:29])[CH:26]=[CH:27][C:21]=3[N:20]=2)[CH2:11][CH2:10]1 |f:0.1|. Reported procedure: 1-(5-Chloro-6-piperazin-1-yl-pyridin-3-yl)-ethanone, hydrochloride from step (d) above (0.6 g, 1.92 mmol) reacted with 2-chloro-6-trifluoromethyl-1H-benzoimidazole (0.423 g, 1.92 mmol, Example 1 c) under the conditions of Example 94d to give the title compound as a white amorphous solid. MS (ESI, pos. ion) m/z: 424 (M+1). As a reaction SMILES: [F:1][C:2]1[CH:10]=[CH:9][C:8]([S:11]([NH:14][CH2:15][C:16](F)(F)F)(=[O:13])=[O:12])=[CH:7][C:3]=1[C:4]([OH:6])=O.F[C:21]1[CH:26]=[CH:25][C:24]([C:27]([C:30]2[S:34][C:33]([NH2:35])=[N:32][N:31]=2)([CH3:29])[CH3:28])=[CH:23][CH:22]=1.C(Cl)CCl.C1C=NC2N(O)N=NC=2C=1>>[CH2:15]([NH:14][S:11]([C:8]1[CH:9]=[CH:10][C:2]([F:1])=[C:3]([CH:7]=1)[C:4]([NH:35][C:33]1[S:34][C:30]([C:27]([CH3:29])([C:24]2[CH:25]=[CH:26][CH:21]=[CH:22][CH:23]=2)[CH3:28])=[N:31][N:32]=1)=[O:6])(=[O:13])=[O:12])[CH3:16]. The solvent is mixed solvent. Reactants: FC1=C(C(=O)O)C=C(C=C1)S(=O)(=O)NCC(F)(F)F (2-fluoro-5-{[(2,2,2-trifluoroethyl)amino]sulfonyl}benzoic acid), FC1=C(C(=O)O)C=C(C=C1)S(=O)(=O)NCC(F)(F)F (2-fluoro-5-{[(2,2,2-trifluoroethyl)amino]sulfonyl}benzoic acid), FC1=CC=C(C=C1)C(C)(C)C1=NN=C(S1)N (5-[1-(4-fluorophenyl)-1-methylethyl]-1,3,4-thiadiazol-2-amine), C(CCl)Cl (EDC), C1=CC2=C(N=C1)N(N=N2)O (HOAt), resultant mixture. Procedure: To 2-fluoro-5-{[(2,2,2-trifluoroethyl)amino]sulfonyl}benzoic acid (intermediate 25)(30.1 mg 0.1 mmol) and above 5-[1-(4-fluorophenyl)-1-methylethyl]-1,3,4-thiadiazol-2-amine (23.7 mg, 0.1 mmol) in 2.0 mL of mixed solvent (DCM:DMF=10:1) were added EDC (19.2 mg, 0.1 mmol) and HOAt (13.6 mg, 0.1 mmol). The resultant mixture was stirred at room temperature for overnight, and then concentrated in vacuo. The residue was purified by using a Gilson preparative HPLC system with a Waters Xterra (C-18) col... The yield is 5.8%. Product: C(C)NS(=O)(=O)C=1C=CC(=C(C(=O)NC=2SC(=NN2)C(C)(C2=CC=CC=C2)C)C1)F (5-[(ethylamino)sulfonyl]-2-fluoro-N-[5-(1-methyl-1-phenylethyl)-1,3,4-thiadiazol-2-yl]benzamide). Yields the product O=C(Nc1ccc(OCCN2CCOCC2)c2ccccc12)c1ccnc(N2CCOCC2)c1. Reactants: C1COCCN1, CCO, O=C(Nc1ccc(OCCN2CCOCC2)c2ccccc12)c1ccnc(Cl)c1. RXN SMILES: [CH2:30]1[CH2:31][O:32][CH2:33][CH2:34][NH:35]1.[CH3:36][CH2:37][OH:38].[Cl:1][c:2]1[cH:3][c:4]([C:5](=[O:6])[NH:7][c:8]2[cH:9][cH:10][c:11]([O:18][CH2:19][CH2:20][N:21]3[CH2:22][CH2:23][O:24][CH2:25][CH2:26]3)[c:12]3[cH:13][cH:14][cH:15][cH:16][c:17]23)[cH:27][cH:28][n:29]1>>[c:2]1([N:35]2[CH2:30][CH2:31][O:32][CH2:33][CH2:34]2)[cH:3][c:4]([C:5](=[O:6])[NH:7][c:8]2[cH:9][cH:10][c:11]([O:18][CH2:19][CH2:20][N:21]3[CH2:22][CH2:23][O:24][CH2:25][CH2:26]3)[c:12]3[cH:13][cH:14][cH:15][cH:16][c:17]23)[cH:27][cH:28][n:29]1. Reactants: CC(C)C(CO[Si](C)(C)C(C)(C)C)Nc1c([N+](=O)[O-])cnc2ccccc12, Cc1ccccc1. Product: CC(C)C(CO[Si](C)(C)C(C)(C)C)Nc1c(N)cnc2ccccc12. As a reaction SMILES: [C:1]([CH3:2])([CH3:3])([CH3:4])[Si:5]([O:6][CH2:7][CH:8]([CH:9]([CH3:10])[CH3:11])[NH:12][c:13]1[c:14]([N+:23]([O-:24])=[O:25])[cH:15][n:16][c:17]2[cH:18][cH:19][cH:20][cH:21][c:22]12)([CH3:26])[CH3:27].[CH3:28][c:29]1[cH:30][cH:31][cH:32][cH:33][cH:34]1>>[C:1]([CH3:2])([CH3:3])([CH3:4])[Si:5]([O:6][CH2:7][CH:8]([CH:9]([CH3:10])[CH3:11])[NH:12][c:13]1[c:14]([NH2:23])[cH:15][n:16][c:17]2[cH:18][cH:19][cH:20][cH:21][c:22]12)([CH3:26])[CH3:27].